This data is from the Open Reaction Database (ORD), a public repository of structured organic reaction records. The task is: describe an organic reaction: reactants, conditions, products, and yield Reactants: CC(=C)C(=O)OCCN(C)C (DMAEMA), C1=CC=NC(=C1)C2=CC=CC=N2 (BiPy), azo. Reagents/catalysts: Cl[Cu] (CuCl). Run in O (water). Run at temperature 55 celsius, time 10 minute. The product is C(C(=C)C)(=O)ON(C)C (Dimethylamino Methacrylate). As a reaction SMILES: [CH3:1][C:2]([C:4]([O:6]CCN(C)C)=[O:5])=[CH2:3].C1C=[C:16](C2N=CC=CC=2)[N:15]=[CH:14]C=1>O.Cl[Cu]>[C:4]([O:6][N:15]([CH3:16])[CH3:14])(=[O:5])[C:2]([CH3:1])=[CH2:3]. Procedure: 7 ml DMAEMA (6.531 g; 41.5 mmol), 0.0206 g CuCl (0.208 mmol) and 0.0658 g BiPy (0.421 mmol) were mixed and stirred for 10 minutes. A clear brown solution was formed. To this solution, a solution of 0.1355 g (0.205 mmol) azo-initiator 2 in 7 ml water was added. The temperature of the experiment was maintained at 55° C. The progress of the polymerization is shown in Table 7. Starting materials: O=C([O-])[O-], CS(=O)(=O)O, CC#N, [K+], [K+], c1nc[nH]n1, OCCc1ccsc1. Yields the product c1ncn(CCc2ccsc2)n1. RXN SMILES: [C:19](=[O:20])([O-:21])[O-:22].[CH3:1][S:2]([OH:3])(=[O:4])=[O:5].[CH3:25][C:26]#[N:27].[K+:23].[K+:24].[nH:14]1[n:15][cH:16][n:17][cH:18]1.[s:6]1[cH:7][c:8]([CH2:11][CH2:12][OH:13])[cH:9][cH:10]1>>[s:6]1[cH:7][c:8]([CH2:11][CH2:12][n:14]2[n:15][cH:16][n:17][cH:18]2)[cH:9][cH:10]1. RXN SMILES: [CH3:1][O:2][c:3]1[cH:4][c:5]([CH2:6][OH:7])[cH:8][cH:9][c:10]1[CH3:11].[CH3:20][c:21]1[cH:22][cH:23][cH:24][cH:25][cH:26]1.[CH:13]([O:14][CH:15]([CH3:16])[CH3:17])([CH3:18])[CH3:19].[ClH:12]>>[CH3:1][O:2][c:3]1[cH:4][c:5]([CH2:6][Cl:12])[cH:8][cH:9][c:10]1[CH3:11]. Reactants: COc1cc(CO)ccc1C, Cc1ccccc1, CC(C)OC(C)C, Cl. The product is COc1cc(CCl)ccc1C. Starting materials: OC1=CC=C2C(C=C(OC2=C1[N+](=O)[O-])C(=O)OCC)=O (ethyl 7-hydroxy-8-nitro-4-oxochromen-2-carboxylate), C1(=CC=C(C=C1)S(=O)(=O)Cl)C (p-toluenesulfonyl chloride), C(=O)([O-])[O-].[K+].[K+] (K2CO3). Run in C1CCOC1 (THF). Run at time 12 hour. Yields the product C(C)OC(=O)C=1OC2=C(C(=CC=C2C(C1)=O)OS(=O)(=O)C1=CC=C(C=C1)C)[N+](=O)[O-] (8-Nitro-4-oxo-7-(toluene-4-sulfonyloxy)-4H-chromene-2-carboxylic acid ethyl ester). The yield is 94.0%. Reaction SMILES: [OH:1][C:2]1[C:11]([N+:12]([O-:14])=[O:13])=[C:10]2[C:5]([C:6](=[O:20])[CH:7]=[C:8]([C:15]([O:17][CH2:18][CH3:19])=[O:16])[O:9]2)=[CH:4][CH:3]=1.[C:21]1([CH3:31])[CH:26]=[CH:25][C:24]([S:27](Cl)(=[O:29])=[O:28])=[CH:23][CH:22]=1.C([O-])([O-])=O.[K+].[K+]>C1COCC1>[CH2:18]([O:17][C:15]([C:8]1[O:9][C:10]2[C:5]([C:6](=[O:20])[CH:7]=1)=[CH:4][CH:3]=[C:2]([O:1][S:27]([C:24]1[CH:25]=[CH:26][C:21]([CH3:31])=[CH:22][CH:23]=1)(=[O:29])=[O:28])[C:11]=2[N+:12]([O-:14])=[O:13])=[O:16])[CH3:19] |f:2.3.4|. Procedure details: To a solution of ethyl 7-hydroxy-8-nitro-4-oxochromen-2-carboxylate [J.Chem. Soc. (c), 1970, 2609] ( (5.58 g, 0.02 mol) in anhydrous THF (100 mL) was added p-toluenesulfonyl chloride (7.63 g, 0.04 mol) and K2CO3 (5.52 g, 0.04 mol). The reaction mixture was allowed to stir for 12 hours at room temperature. The solution was filtered, and the filtrate was diluted with EtOAc (200 mL) and washed sequentially with saturated NaHCO3 solution (30 mL) and water (2×30 mL), dried over anhydrous Na2SO4, and ...